describe an organic reaction: reactants, conditions, products, and yield From a dataset of the Open Reaction Database (ORD), a public repository of structured organic reaction records. Reactants: [OH-].[K+] (potassium hydroxide), O.C1(=CC=C(C=C1)S(=O)(=O)O)C (p-toluenesulphonic acid monohydrate), C1(=CC=C(C=C1)S(=O)(=O)O)C.C(N)(=N)C1=CC=C(C=C1)NCC1=NC2=C(N1C)C=CC(=C2)[C@](C)(C(=O)N2CCCC2)NCC(=O)OCC ((R)-2-(4-amidinophenylaminomethyl)-1-methyl-5-[1-(ethyloxycarbonylmethylamino)-1-(pyrrolidinocarbonyl)-ethyl]-benzimidazol-p-toluenesulphonic acid salt). Run in CO (methanol), CO (methanol), CO (methanol). Run at temperature 40 celsius, time 2.5 hour. The product is C(N)(=N)C1=CC=C(C=C1)NCC1=NC2=C(N1C)C=CC(=C2)[C@](C)(C(=O)N2CCCC2)NCC(=O)O ((R)-2-(4-Amidinophenylaminomethyl)-1-methyl-5-[1-(carboxymethylamino)-1-(pyrrolidinocarbonyl)-ethyl]-benzimidazole). As a reaction SMILES: C1(C)C=CC(S(O)(=O)=O)=CC=1.[C:12]([C:15]1[CH:20]=[CH:19][C:18]([NH:21][CH2:22][C:23]2[N:27]([CH3:28])[C:26]3[CH:29]=[CH:30][C:31]([C@@:33]([NH:42][CH2:43][C:44]([O:46]CC)=[O:45])([C:35]([N:37]4[CH2:41][CH2:40][CH2:39][CH2:38]4)=[O:36])[CH3:34])=[CH:32][C:25]=3[N:24]=2)=[CH:17][CH:16]=1)(=[NH:14])[NH2:13].[OH-].[K+].O.C1(C)C=CC(S(O)(=O)=O)=CC=1>CO>[C:12]([C:15]1[CH:16]=[CH:17][C:18]([NH:21][CH2:22][C:23]2[N:27]([CH3:28])[C:26]3[CH:29]=[CH:30][C:31]([C@@:33]([NH:42][CH2:43][C:44]([OH:46])=[O:45])([C:35]([N:37]4[CH2:41][CH2:40][CH2:39][CH2:38]4)=[O:36])[CH3:34])=[CH:32][C:25]=3[N:24]=2)=[CH:19][CH:20]=1)(=[NH:13])[NH2:14] |f:0.1,2.3,4.5|. Procedure: 3.7 kg (5.49 mol) of (R)-2-(4-amidinophenylaminomethyl)-1-methyl-5-[1-(ethyloxycarbonylmethylamino)-1-(pyrrolidinocarbonyl)-ethyl]-benzimidazol-p-toluenesulphonic acid salt are dissolved in 7.4 L of methanol at 40° C. To this solution is added a solution of 0.795 kg (12.8 mol) of potassium hydroxide powder in 5.6 L of methanol und this is then rinsed with 1.8 L of methanol. The mixture is stirred for 2.5 hours at 40° C. The potassium salt of the p-toluenesulphonic acid crystallises out. A soluti... Starting materials: solid, BrC1=CC(=CC=2C(=C3N(C12)CCNC3=O)C)F (6-bromo-8-fluoro-10-methyl-3,4-dihydro-2H-pyrazino[1,2-a]indol-1-one), BrC1=CC(=CC=2C(=C3N(C12)CCNC3=O)C)F (6-bromo-8-fluoro-10-methyl-3,4-dihydro-2H-pyrazino[1,2-a]indol-1-one), ClC=1C=C(C=CC1Cl)B(O)O (3,4-dichloro-phenylboronic acid). Product: ClC=1C=C(C=CC1Cl)C1=CC(=CC=2C(=C3N(C12)CCNC3=O)C)F (6-(3,4-Dichloro-phenyl)-8-fluoro-10-methyl-3,4-dihydro-2H-pyrazino[1,2-a]indol-1-one). RXN SMILES: Br[C:2]1[C:10]2[N:9]3[CH2:11][CH2:12][NH:13][C:14](=[O:15])[C:8]3=[C:7]([CH3:16])[C:6]=2[CH:5]=[C:4]([F:17])[CH:3]=1.[Cl:18][C:19]1[CH:20]=[C:21](B(O)O)[CH:22]=[CH:23][C:24]=1[Cl:25]>>[Cl:18][C:19]1[CH:20]=[C:21]([C:2]2[C:10]3[N:9]4[CH2:11][CH2:12][NH:13][C:14](=[O:15])[C:8]4=[C:7]([CH3:16])[C:6]=3[CH:5]=[C:4]([F:17])[CH:3]=2)[CH:22]=[CH:23][C:24]=1[Cl:25]. Reported procedure: The title compound, light yellow solid (63 mg, 69%), MS (ISP) m/z=363.5 [(M+H)+], mp 224° C., was prepared in accordance with the general method of example 1 from 6-bromo-8-fluoro-10-methyl-3,4-dihydro-2H-pyrazino[1,2-a]indol-1-one (intermediate 14) (74.3 mg, 0.25 mmol) and commercially available 3,4-dichloro-phenylboronic acid (62.0 mg, 0.325 mmol).